From a dataset of the Open Reaction Database (ORD), a public repository of structured organic reaction records. describe an organic reaction: reactants, conditions, products, and yield Starting materials: O=C(O)COc1ccc(Cl)cc1Cl, C1CCOC1. The product is OCCOc1ccc(Cl)cc1Cl. Reaction SMILES: [Cl:1][c:2]1[c:3]([O:4][CH2:5][C:6](=[O:7])[OH:8])[cH:9][cH:10][c:11]([Cl:13])[cH:12]1.[O:14]1[CH2:15][CH2:16][CH2:17][CH2:18]1>>[Cl:1][c:2]1[c:3]([O:4][CH2:5][CH2:6][OH:7])[cH:9][cH:10][c:11]([Cl:13])[cH:12]1. The reactants are CC(C)C(CC(=O)OCC)CCC1=CC=CC=C1 (Ethyl 3-(2-propyl)-5-phenylpentanoate), C(C)OC(C(C(=O)[O-])C(CCC1=CC=CC=C1)C(C)C)=O (Monoethyl[3-phenyl-1-(2-propyl)propyl]propanedioate), C(C)OC(C(C(=O)[O-])C(CCC1=CC=CC=C1)C(C)C)=O (monoethyl[3-phenyl-1-(2-propyl)propyl]propanedioate). As a reaction SMILES: CC(C(CCC1C=CC=CC=1)CC(OCC)=O)C.C(O[C:22](=O)[CH:23]([CH:27]([CH:36]([CH3:38])[CH3:37])[CH2:28][CH2:29][C:30]1[CH:35]=[CH:34][CH:33]=[CH:32][CH:31]=1)[C:24]([O-:26])=[O:25])C>>[CH3:38][CH:36]([CH:27]1[C:23]([C:24]([OH:26])=[O:25])=[CH:22][C:35]2[CH:34]=[CH:33][CH:32]=[CH:31][C:30]=2[CH2:29][CH2:28]1)[CH3:37]. Yields the product CC(C)C1CCC2=C(C=C1C(=O)O)C=CC=C2 (7-(2-Propyl)-6,7-dihydro-5H-benzocycloheptene-8-carboxylic acid). Reported procedure: 7-(2-Propyl)-6,7-dihydro-5H-benzocycloheptene-8-carboxylic acid was synthesized by the same process as in Reference Example 7, (d), the same process as in Reference Example 1, (b) and (c), and then the same process as in Reference Example 22, (b), except for using monoethyl[3-phenyl-1-(2-propyl)propyl]propanedioate. Reactants: NC=1SC2=C(N=C(NC2=O)N)N1 (2,5-diamino-6H-thiazolo[4,5-d]pyrimidin-7-one), NC1=NC(=CC(N1)=O)N (2,6-diamino-3H-pyrimidin-4-one), BrBr (Br2), C(C)(=O)[O-].[Na+] (sodium acetate). Solvent: C(C)(=O)O (acetic acid). The product is NC1=NC(=C(C(N1)=O)Br)N (2,6-diamino-5-bromopyrimidin-4-one). Reaction SMILES: NC1S[C:4]2[C:9](=[O:10])[NH:8][C:7]([NH2:11])=[N:6][C:5]=2[N:12]=1.NC1NC(=O)C=C(N)N=1.[Br:22]Br.C([O-])(=O)C.[Na+]>C(O)(=O)C>[NH2:11][C:7]1[NH:8][C:9](=[O:10])[C:4]([Br:22])=[C:5]([NH2:12])[N:6]=1 |f:3.4|. Procedure: FIG. 21 shows the method of synthesis of 2,5-diamino-6H-thiazolo[4,5-d]pyrimidin-7-one 14. 2,6-diamino-3H-pyrimidin-4-one 1 was reacted with Br2 in the presence of sodium acetate and acetic acid to produce 2,6-diamino-5-bromopyrimidin-4-one 13. 2,6-diamino-5-bromopyrimidin-4-one 13 was then reacted with CN2SH4 in ethanol to produce 2,5-diamino-6H-thiazolo[4,5-d]pyrimidin-7-one 14. The reactants are OO (hydrogen peroxide), CN(CCC=1C=C(C=CC1)NC1=NC=C2C(=N1)N(C(N(C2C)C2=CC=C(C=C2)OC)=O)C=2C=C(C#N)C=CC2)C ((±)-3-[7-[3-(2-dimethylamino-ethyl)-phenylamino]-3-(4-methoxy-phenyl)-4-methyl-2-oxo-3,4-dihydro-2H-pyrimido[4,5-d]pyrimidin-1-yl]-benzonitrile), [OH-].[Na+] (sodium hydroxide), C(C1=CC=CC=C1)#N (benzonitrile), C(C1=CC=CC=C1)#N (benzonitrile). The solvent is CS(=O)C (dimethyl sulfoxide). Run at time 4 hour. Product: CN(CCC=1C=C(C=CC1)NC1=NC=C2C(=N1)N(C(N(C2C)C2=CC=C(C=C2)OC)=O)C=2C=C(C(=O)N)C=CC2)C ((±)-3-[7-[3-(2-dimethylamino-ethyl)-phenylamino]-3-(4-methoxy-phenyl)-4-methyl-2-oxo-3,4-dihydro-2H-pyrimido[4,5-d]pyrimidin-1-yl]-benzamide). Reaction SMILES: [CH3:1][N:2]([CH3:40])[CH2:3][CH2:4][C:5]1[CH:6]=[C:7]([NH:11][C:12]2[N:17]=[C:16]3[N:18]([C:32]4[CH:33]=[C:34]([CH:37]=[CH:38][CH:39]=4)[C:35]#[N:36])[C:19](=[O:31])[N:20]([C:23]4[CH:28]=[CH:27][C:26]([O:29][CH3:30])=[CH:25][CH:24]=4)[CH:21]([CH3:22])[C:15]3=[CH:14][N:13]=2)[CH:8]=[CH:9][CH:10]=1.[OH-:41].[Na+].C(#N)C1C=CC=CC=1.OO>CS(C)=O>[CH3:40][N:2]([CH3:1])[CH2:3][CH2:4][C:5]1[CH:6]=[C:7]([NH:11][C:12]2[N:17]=[C:16]3[N:18]([C:32]4[CH:33]=[C:34]([CH:37]=[CH:38][CH:39]=4)[C:35]([NH2:36])=[O:41])[C:19](=[O:31])[N:20]([C:23]4[CH:28]=[CH:27][C:26]([O:29][CH3:30])=[CH:25][CH:24]=4)[CH:21]([CH3:22])[C:15]3=[CH:14][N:13]=2)[CH:8]=[CH:9][CH:10]=1 |f:1.2|. Procedure: (±)-3-[7-[3-(2-Dimethylamino-ethyl)-phenylamino]-3-(4-methoxy-phenyl)-4-methyl-2-oxo-3,4-dihydro-2H-pyrimido[4,5-d]pyrimidin-1-yl]-benzonitrile (92.7 mg; 0.17 mmol) (from Example 6 supra) was dissolved in dimethyl sulfoxide (1.0 mL) and the resulting solution was cooled in an ice-water bath. Aqueous sodium hydroxide (1 M; 300 μL; 0.30 mmol) was added, resulting in the precipitation of the benzonitrile. Aqueous hydrogen peroxide (30%; 53 μL; 0.52 mmol) was then added. The benzonitrile went back i... The reactants are CO, [H][H], CC(C)(C)OC(=O)N1CCN(c2ccc([N+](=O)[O-])nc2)CC1. Product: CC(C)(C)OC(=O)N1CCN(c2ccc(N)nc2)CC1. As a reaction SMILES: [CH3:25][OH:26].[H:23][H:24].[N+:1]([O-:2])(=[O:3])[c:4]1[cH:5][cH:6][c:7]([N:10]2[CH2:11][CH2:12][N:13]([C:16](=[O:17])[O:18][C:19]([CH3:20])([CH3:21])[CH3:22])[CH2:14][CH2:15]2)[cH:8][n:9]1>>[NH2:1][c:4]1[cH:5][cH:6][c:7]([N:10]2[CH2:11][CH2:12][N:13]([C:16](=[O:17])[O:18][C:19]([CH3:20])([CH3:21])[CH3:22])[CH2:14][CH2:15]2)[cH:8][n:9]1. Reactants: CC1=NC=C(C(=N1)N)C=O (2-methyl-4-amino-5-formylpyrimidine), S(=O)(=O)(O)O.NO (hydroxylamine sulfate), aqueous solution. Solvent: CO (methanol), O (water). Product: CC1=NC=C(C(=N1)N)C=NO (2-methyl-4-amino-5-pyrimidine aldoxime). Yield: 148.3%. As a reaction SMILES: [CH3:1][C:2]1[N:7]=[C:6]([NH2:8])[C:5]([CH:9]=O)=[CH:4][N:3]=1.S(O)(O)(=O)=O.[NH2:16][OH:17]>CO.O>[CH3:1][C:2]1[N:7]=[C:6]([NH2:8])[C:5]([CH:9]=[N:16][OH:17])=[CH:4][N:3]=1 |f:1.2|. Procedure: To 8.6 g of 2-methyl-4-amino-5-formylpyrimidine, while stirring at room temperature in a mixture of 340 ml of methanol and 40 ml of water, was added dropwise gradually 10 ml of an aqueous solution containing 6.10 g of hydroxylamine sulfate. As the reaction proceeded, crystals precipitated out. Four hours later, the crystals were collected by filtration, followed by drying under reduced pressure to give 10.5 g (83.5%) of 2-methyl-4-amino-5-pyrimidine aldoxime 1/2 sulfate. The mother liquor was su...